Task: describe an organic reaction: reactants, conditions, products, and yield. Dataset: the Open Reaction Database (ORD), a public repository of structured organic reaction records Starting materials: NC=1C=CC2=C(NC(CCC2)=O)C1 (8-Amino-1,3,4,5-tetrahydro-benzo[b]azepin-2-one), ClC1=NC=C(C(=N1)NC1=C(C=CC=C1OCC1COCC1)F)Cl ((2,5-Dichloro-pyrimidin-4-yl)-[2-fluoro-6-(tetrahydro-furan-3-ylmethoxy)-phenyl]-amine). Product: ClC=1C(=NC(=NC1)NC1=CC2=C(CCCC(N2)=O)C=C1)NC1=C(C=CC=C1OCC1COCC1)F (8-{5-Chloro-4-[2-fluoro-6-(tetrahydro-furan-3-ylmethoxy)-phenylamino]-pyrimidin-2-ylamino}-1,3,4,5-tetrahydro-1-benzazepin-2-one). RXN SMILES: [NH2:1][C:2]1[CH:3]=[CH:4][C:5]2[CH2:11][CH2:10][CH2:9][C:8](=[O:12])[NH:7][C:6]=2[CH:13]=1.Cl[C:15]1[N:20]=[C:19]([NH:21][C:22]2[C:27]([O:28][CH2:29][CH:30]3[CH2:34][CH2:33][O:32][CH2:31]3)=[CH:26][CH:25]=[CH:24][C:23]=2[F:35])[C:18]([Cl:36])=[CH:17][N:16]=1>>[Cl:36][C:18]1[C:19]([NH:21][C:22]2[C:27]([O:28][CH2:29][CH:30]3[CH2:34][CH2:33][O:32][CH2:31]3)=[CH:26][CH:25]=[CH:24][C:23]=2[F:35])=[N:20][C:15]([NH:1][C:2]2[CH:3]=[CH:4][C:5]3[CH2:11][CH2:10][CH2:9][C:8](=[O:12])[NH:7][C:6]=3[CH:13]=2)=[N:16][CH:17]=1. Reported procedure: Title compound was prepared from 8-Amino-1,3,4,5-tetrahydro-benzo[b]azepin-2-one and (2,5-Dichloro-pyrimidin-4-yl)-[2-fluoro-6-(tetrahydro-furan-3-ylmethoxy)-phenyl]-amine in an analogous manner to Example 1221d. Title compound was isolated as a white solid. (65 mg, 49%) HPLC purity=94%, LCMS=498.20 (M+H), 1H-NMR (DMSO-d6, 400 MHz) δ 9.47 (s, 1H), 9.14 (s, 1H), 8.77 (s, 1H), 8.14 (s, 1H), 7.34-7.31 (m, 1H), 7.11 (d, J=8.4 Hz, 1H), 6.97 (d, J=8.5 Hz, 1H), 6.94-6.90 (m, 2H), 6.84 (d, J=8.3 Hz, 1H)... Reactants: NC1=NC(=NS1)C(C(=O)N[C@H]1[C@@H]2N(C(=C(CS2)C[N+]=2N(C(=CC2)N)CCO)C(=O)[O-])C1=O)=NOCC (7β-[2-(5-amino-1,2,4-thiadiazol-3-yl)-2-ethoxyiminoacetamido]-3-[3-amino-2-(2-hydroxyethyl)-1-pyrazolio]methyl-3-cephem-4-carboxylate), Cl (hydrochloric acid). Run in CC(=O)C (acetone). Reaction conditions: temperature 20 celsius, time 10 hour. Yields the product Cl.NC1=NC(=NS1)C(C(=O)N[C@H]1[C@@H]2N(C(=C(CS2)C[N+]=2N(C(=CC2)N)CCO)C(=O)[O-])C1=O)=NOCC (7β-[2-(5-amino-1,2,4-thiadiazol-3-yl)-2-ethoxyiminoacetamido]-3-[3-amino-2-(2-hydroxyethyl)-1-pyrazolio]methyl-3-cephem-4-carboxylate hydrochloride). RXN SMILES: [NH2:1][C:2]1[S:6][N:5]=[C:4]([C:7](=[N:33][O:34][CH2:35][CH3:36])[C:8]([NH:10][C@@H:11]2[C:31](=[O:32])[N:13]3[C:14]([C:28]([O-:30])=[O:29])=[C:15]([CH2:18][N+:19]4[N:20]([CH2:25][CH2:26][OH:27])[C:21]([NH2:24])=[CH:22][CH:23]=4)[CH2:16][S:17][C@H:12]23)=[O:9])[N:3]=1.[ClH:37]>CC(C)=O>[ClH:37].[NH2:1][C:2]1[S:6][N:5]=[C:4]([C:7](=[N:33][O:34][CH2:35][CH3:36])[C:8]([NH:10][C@@H:11]2[C:31](=[O:32])[N:13]3[C:14]([C:28]([O-:30])=[O:29])=[C:15]([CH2:18][N+:19]4[N:20]([CH2:25][CH2:26][OH:27])[C:21]([NH2:24])=[CH:22][CH:23]=4)[CH2:16][S:17][C@H:12]23)=[O:9])[N:3]=1 |f:3.4|. Procedure: To a solution of 7β-[2-(5-amino-1,2,4-thiadiazol-3-yl)-2-ethoxyiminoacetamido]-3-[3-amino-2-(2-hydroxyethyl)-1-pyrazolio]methyl-3-cephem-4-carboxylate (syn isomer) (30 g) in 4N-hydrochloric acid (22.4 ml) was added acetone (120 ml) under stirring at 20° C. The stirring was continued for 10 hours at the same temperature to give crystals, which were collected by filtration and dried to give 7β-[2-(5-amino-1,2,4-thiadiazol-3-yl)-2-ethoxyiminoacetamido]-3-[3-amino-2-(2-hydroxyethyl)-1-pyrazolio]meth... RXN SMILES: [Br:1][Mg:2][c:3]1[cH:4][cH:5][cH:6][cH:7][cH:8]1.[F:9][c:10]1[c:11]([CH:12]=[O:13])[cH:14][c:15]([O:18][CH3:19])[cH:16][cH:17]1.[O:21]1[CH2:22][CH2:23][CH2:24][CH2:25]1.[OH2:20]>>[c:3]1([CH:12]([c:11]2[c:10]([F:9])[cH:17][cH:16][c:15]([O:18][CH3:19])[cH:14]2)[OH:13])[cH:4][cH:5][cH:6][cH:7][cH:8]1. Reactants: Br[Mg]c1ccccc1, COc1ccc(F)c(C=O)c1, C1CCOC1, O. Product: COc1ccc(F)c(C(O)c2ccccc2)c1. The reactants are ClCCCCCNC1=C(C=NC2=CC=CC=C12)N (N4-(5-chloropentyl)quinoline-3,4-diamine), C(CCC)(OC)(OC)OC (trimethyl orthobutyrate). Yield: 60.5%. Procedure details: Using the general method of Example 1 Part D, N4-(5-chloropentyl)quinoline-3,4-diamine (˜20.4 mmol) was cyclized using trimethyl orthobutyrate (3.6 g, 24.5 mmol) in the presence of pyridine hydrochloride (˜0.1 g). The crude product was purified by column chromatography (silica gel eluting with 95/5 dichloromethane/methanol) to provide 3.9 g of 1-(5-chloropentyl)-2-propyl-1H-imidazo[4,5-c]quinoline as a light green solid. The product is ClCCCCCN1C(=NC=2C=NC=3C=CC=CC3C21)CCC (1-(5-chloropentyl)-2-propyl-1H-imidazo[4,5-c]quinoline). Reagents/catalysts: Cl.N1=CC=CC=C1 (pyridine hydrochloride). RXN SMILES: [Cl:1][CH2:2][CH2:3][CH2:4][CH2:5][CH2:6][NH:7][C:8]1[C:17]2[C:12](=[CH:13][CH:14]=[CH:15][CH:16]=2)[N:11]=[CH:10][C:9]=1[NH2:18].[C:19](OC)(OC)(OC)[CH2:20][CH2:21][CH3:22]>Cl.N1C=CC=CC=1>[Cl:1][CH2:2][CH2:3][CH2:4][CH2:5][CH2:6][N:7]1[C:8]2[C:17]3[CH:16]=[CH:15][CH:14]=[CH:13][C:12]=3[N:11]=[CH:10][C:9]=2[N:18]=[C:19]1[CH2:20][CH2:21][CH3:22] |f:2.3|. Starting materials: FC=1C=C(C=CC1)N1CCNCC1 (1-(3-fluorophenyl)piperazine), ClCCC1CN(C(O1)=O)C (5-(2-chloroethyl)-3-methyl-2-oxazolidinone), C([O-])([O-])=O.[Na+].[Na+] (sodium carbonate), [I-].[K+] (potassium iodide). The solvent is C(CCC)O (1-butanol). Product: FC=1C=C(C=CC1)N1CCN(CC1)CCC1CN(C(O1)=O)C (5-[2-[4-(3-Fluorophenyl)-1-Piperazinyl]Ethyl]-3-Methyl-2-Oxazolidinone). RXN SMILES: [F:1][C:2]1[CH:3]=[C:4]([N:8]2[CH2:13][CH2:12][NH:11][CH2:10][CH2:9]2)[CH:5]=[CH:6][CH:7]=1.Cl[CH2:15][CH2:16][CH:17]1[O:21][C:20](=[O:22])[N:19]([CH3:23])[CH2:18]1.C(=O)([O-])[O-].[Na+].[Na+].[I-].[K+]>C(O)CCC>[F:1][C:2]1[CH:3]=[C:4]([N:8]2[CH2:13][CH2:12][N:11]([CH2:15][CH2:16][CH:17]3[O:21][C:20](=[O:22])[N:19]([CH3:23])[CH2:18]3)[CH2:10][CH2:9]2)[CH:5]=[CH:6][CH:7]=1 |f:2.3.4,5.6|. Procedure details: A mixture of 8.0 g (0.044 mol) of 1-(3-fluorophenyl)piperazine, 8.0 g (0.049 mol) of 5-(2-chloroethyl)-3-methyl-2-oxazolidinone, 18.7 g (0.176 mol) of anhydrous sodium carbonate, and 0.3 g (0.002 mol) of potassium iodide in 250 mL of 1-butanol was heated at reflux for 16 h. The mixture was concentrated under reduced pressure and the residue partitioned between 300 mL of benzene and 300 mL of water. The benzene layer was washed with water and brine, dried (MgSO4) and concentrated under reduced pr... The reactants are 18s, N1(CCC2=CC=CC=C12)CCN1C[C@H](OCC1)CO ((S)-(4-(2-(Indolin-1-yl)ethyl)morpholin-2-yl)methanol), ClC=1C=C(C=NC1)O (5-chloro-3-hydroxypyridine), C1=CC=C(C=C1)P(C2=CC=CC=C2)C3=CC=CC=C3 (PPh3), CC(C)OC(=O)/N=N/C(=O)OC(C)C (DIAD). The solvent is C1CCOC1 (THF). Run at time 48 hour. Yields the product ClC=1C=C(C=NC1)OC[C@@H]1CN(CCO1)CCN1CCC2=CC=CC=C12 ((S)-2-(((5-Chloropyridin-3-yl)oxy)methyl)-4-(2-(indolin-1-yl)ethyl)morpholine), compound 27s. The yield is 91.0%. Reaction SMILES: [N:1]1([CH2:10][CH2:11][N:12]2[CH2:17][CH2:16][O:15][C@H:14]([CH2:18][OH:19])[CH2:13]2)[C:9]2[C:4](=[CH:5][CH:6]=[CH:7][CH:8]=2)[CH2:3][CH2:2]1.[Cl:20][C:21]1[CH:22]=[C:23](O)[CH:24]=[N:25][CH:26]=1.C1C=CC(P(C2C=CC=CC=2)C2C=CC=CC=2)=CC=1.CC(OC(/N=N/C(OC(C)C)=O)=O)C>C1COCC1>[Cl:20][C:21]1[CH:22]=[C:23]([O:19][CH2:18][C@H:14]2[O:15][CH2:16][CH2:17][N:12]([CH2:11][CH2:10][N:1]3[C:9]4[C:4](=[CH:5][CH:6]=[CH:7][CH:8]=4)[CH2:3][CH2:2]3)[CH2:13]2)[CH:24]=[N:25][CH:26]=1. Procedure details: Compound 27s was synthesised by essentially the same procedure as compound 18s (Example 16). Compound 51 (Example 10; 80 mg, 0.30 mmol), was reacted with 5-chloro-3-hydroxypyridine (59 mg, 0.46 mmol), PPh3 (120 mg, 0.46 mmol), DIAD (90 μl, 0.46 mmol) and THF (1.5 ml). The reaction mixture was stirred at RT for 48 hrs. After this time, the solvent was removed and the crude mixture purified twice by flash column chromatography (silica, DCM/MeOH 1:0 to 94:6, then Hex/EtOAc 1:0 to 0:1) to afford com... Reactants: 1l, [OH-].[K+] (KOH), C(=O)(OCC)C=1C(NC(=CC1O)CC)=O (3-carbethoxy-6-ethyl-4-hydroxy-1H-2-pyridone), Cl (HCl). Solvent: O (water). Yields the product C(C)C1=CC(=CC(N1)=O)O (6-Ethyl-4-hydroxy-1H-2-pyridone). RXN SMILES: C([C:6]1[C:7](=[O:15])[NH:8][C:9]([CH2:13][CH3:14])=[CH:10][C:11]=1[OH:12])(OCC)=O.[OH-].[K+].Cl>O>[CH2:13]([C:9]1[NH:8][C:7](=[O:15])[CH:6]=[C:11]([OH:12])[CH:10]=1)[CH3:14] |f:1.2|. Reported procedure: 119 g (0.564 mol) of 3-carbethoxy-6-ethyl-4-hydroxy-1H-2-pyridone are heated under reflux for two hours in a mixture of 1l of water with 155 g (2.77 mol) of KOH. After cooling, the mixture is adjusted to pH 4 using concentrated HCl, cooled again and filtered with suction. Starting materials: C[Si](C)(C)c1cc2ncccc2o1, ClCCl, O=C(OO)c1cccc(Cl)c1. Yields the product C[Si](C)(C)c1cc2c(ccc[n+]2[O-])o1. RXN SMILES: [CH3:1][Si:2]([c:3]1[cH:4][c:5]2[n:6][cH:7][cH:8][cH:9][c:10]2[o:11]1)([CH3:12])[CH3:13].[Cl:25][CH2:26][Cl:27].[OH:14][O:15][C:16]([c:17]1[cH:18][c:19]([Cl:20])[cH:21][cH:22][cH:23]1)=[O:24]>>[CH3:1][Si:2]([c:3]1[cH:4][c:5]2[n+:6]([O-:14])[cH:7][cH:8][cH:9][c:10]2[o:11]1)([CH3:12])[CH3:13]. Reactants: FC(C1=CC=CC(=N1)N1C[C@@H]2[C@H](C1)[C@@H](CC2)C2=C(C=CC(=C2)Br)S(=O)(=O)[O-])(F)F ((3aR,4R,6aS)-2-(6-(trifluoromethyl)pyridin-2-yl)octahydrocyclopenta[c]pyrrol-4-yl-4-bromobenzenesulfonate), N[C@H](C(=O)N)CC(C)C ((S)-2-amino-4-methylpentanamide). Run in C(C)#N (acetonitrile). Conditions: temperature 85 celsius. Yields the product FC(C1=CC=CC(=N1)N1C[C@@H]2[C@H](C1)[C@H](CC2)N[C@@H](CC(C)C)C(=O)N)(F)F (N2-{(3aR,4S,6aS)-2-[6-(trifluoromethyl)pyridin-2-yl]octahydrocyclopenta[c]pyrrol-4-yl}-L-leucinamide). As a reaction SMILES: [F:1][C:2]([F:29])([F:28])[C:3]1[N:8]=[C:7]([N:9]2[CH2:13][C@@H:12]3[C@H:14](C4C=C(Br)C=CC=4S([O-])(=O)=O)[CH2:15][CH2:16][C@@H:11]3[CH2:10]2)[CH:6]=[CH:5][CH:4]=1.[NH2:30][C@@H:31]([CH2:35][CH:36]([CH3:38])[CH3:37])[C:32]([NH2:34])=[O:33]>C(#N)C>[F:28][C:2]([F:29])([F:1])[C:3]1[N:8]=[C:7]([N:9]2[CH2:13][C@@H:12]3[C@@H:14]([NH:30][C@H:31]([C:32]([NH2:34])=[O:33])[CH2:35][CH:36]([CH3:38])[CH3:37])[CH2:15][CH2:16][C@@H:11]3[CH2:10]2)[CH:6]=[CH:5][CH:4]=1. Reported procedure: The title compound was prepared by combining (3aR,4R,6aS)-2-(6-(trifluoromethyl)pyridin-2-yl)octahydrocyclopenta[c]pyrrol-4-yl-4-bromobenzenesulfonate from Step 4 (150 mg, 0.305 mmol) and (S)-2-amino-4-methylpentanamide (119 mg, 0.916 mmol) in acetonitrile (0.2 mL). The reaction mixture was heated at 85° C. for 3 days, and the acetonitrile was evaporated. This material was purified using a 12 g silica gel cartridge eluted with a gradient of 0-3% methanol (2 N ammonia)/dichloromethane over 20 min... Reactants: Cl.NC1=NC=C(C2=C1C(=CS2)C2=CC=C(C=C2)NC(=O)NC2=CC(=CC=C2)F)C=2C=NN(C2)CCO (N-(4-{4-amino-7-[1-(2-hydroxyethyl)-1H-pyrazol-4-yl]thieno[3,2-c]pyridin-3-yl}phenyl)-N′-(3-fluorophenyl)urea HCl), III. The solvent is O (water). The product is NC1=NC=C(C2=C1C(=CS2)C2=CC=C(C=C2)NC(=O)NC2=CC(=CC=C2)F)C=2C=NN(C2)CCO (N-(4-{4-amino-7-[1-(2-hydroxyethyl)-1H-pyrazol-4-yl]thieno[3,2-c]pyridin-3-yl}phenyl)-N′-(3-fluorophenyl)urea). RXN SMILES: Cl.[NH2:2][C:3]1[C:8]2[C:9]([C:12]3[CH:17]=[CH:16][C:15]([NH:18][C:19]([NH:21][C:22]4[CH:27]=[CH:26][CH:25]=[C:24]([F:28])[CH:23]=4)=[O:20])=[CH:14][CH:13]=3)=[CH:10][S:11][C:7]=2[C:6]([C:29]2[CH:30]=[N:31][N:32]([CH2:34][CH2:35][OH:36])[CH:33]=2)=[CH:5][N:4]=1>O>[NH2:2][C:3]1[C:8]2[C:9]([C:12]3[CH:13]=[CH:14][C:15]([NH:18][C:19]([NH:21][C:22]4[CH:27]=[CH:26][CH:25]=[C:24]([F:28])[CH:23]=4)=[O:20])=[CH:16][CH:17]=3)=[CH:10][S:11][C:7]=2[C:6]([C:29]2[CH:30]=[N:31][N:32]([CH2:34][CH2:35][OH:36])[CH:33]=2)=[CH:5][N:4]=1 |f:0.1|. Reported procedure: There is further provided a process for preparing N-(4-{4-amino-7-[1-(2-hydroxyethyl)-1H-pyrazol-4-yl]thieno[3,2-c]pyridin-3-yl}phenyl)-N′-(3-fluorophenyl)urea HCl in a solid crystalline form, wherein the crystalline form is Form III comprising: a) providing a mixture comprising (i) N-(4-{4-amino-7-[1-(2-hydroxyethyl)-1H-pyrazol-4-yl]thieno[3,2-c]pyridin-3-yl}phenyl)-N′-(3-fluorophenyl)urea free base solid, water, an alcohol, and hydrochloric acid; and b) causing N-(4-{4-amino-7-[1-(2-hydroxyeth...